Dataset: the Open Reaction Database (ORD), a public repository of structured organic reaction records. Task: describe an organic reaction: reactants, conditions, products, and yield Starting materials: C(C1=CC=CC=C1)NC(=S)NCC1=CC=CC=C1 (1,3-dibenzylthiourea), CI (methyl iodide). The solvent is C(C)O (ethanol). Product: I.C(C1=CC=CC=C1)NC(SC)=NCC1=CC=CC=C1 (1,3-Dibenzyl-2-methylthiopseudourea hydroiodide). RXN SMILES: [CH2:1]([NH:8][C:9]([NH:11][CH2:12][C:13]1[CH:18]=[CH:17][CH:16]=[CH:15][CH:14]=1)=[S:10])[C:2]1[CH:7]=[CH:6][CH:5]=[CH:4][CH:3]=1.[CH3:19][I:20]>C(O)C>[IH:20].[CH2:1]([NH:8][C:9](=[N:11][CH2:12][C:13]1[CH:18]=[CH:17][CH:16]=[CH:15][CH:14]=1)[S:10][CH3:19])[C:2]1[CH:3]=[CH:4][CH:5]=[CH:6][CH:7]=1 |f:3.4|. Procedure: A solution of 25.6 g. of 1,3-dibenzylthiourea and 10 ml. of methyl iodide in 500 ml. of absolute ethanol is heated at reflux for 16 hours to give a solution of the desired product. Starting materials: CCOCC (ether), ClCC(=O)C1=C(C=C(C=C1)F)F (2-chloro-2',4'-difluoroacetophenone), COCCS (2-methoxyethanethiol), C([O-])([O-])=O.[K+].[K+] (potassium carbonate). Run in CO (methanol). Run at time 30 minute. The product is FC1=C(C=CC(=C1)F)C(CCCOC)=S (2',4'-difluoro-2-(2-methoxyethyl)thioacetophenone). Yield: 67.0%. As a reaction SMILES: Cl[CH2:2][C:3]([C:5]1[CH:10]=[CH:9][C:8]([F:11])=[CH:7][C:6]=1[F:12])=O.COCC[SH:17].C(=O)([O-])[O-].[K+].[K+].[CH3:24][CH2:25][O:26][CH2:27]C>CO>[F:12][C:6]1[CH:7]=[C:8]([F:11])[CH:9]=[CH:10][C:5]=1[C:3](=[S:17])[CH2:2][CH2:24][CH2:25][O:26][CH3:27] |f:2.3.4|. Procedure: To a solution of 2-chloro-2',4'-difluoroacetophenone (2.7 g, 0.014 mol) and 2-methoxyethanethiol (J. Med. Chem., 39, 1253(1996)) (1.4 g, 0.015 mol) in methanol (50 ml), potassium carbonate (2.3 g, 0.016 mol) was added under ice cooling, followed by stirring at room temperature for 30 minutes. After the completion of the reaction, the insoluble matter was filtered off and the filtrate was distilled off under reduced pressure. The residue so obtained was diluted with ether, washed with water, drie... The reactants are BrC1=C2N=CNC2=NC=N1 (6-bromo-9H-purine), NC(C)C=1C=C(C=2C=CC=NC2C1C1=CC(=CC=C1)F)C#N (7-(1-aminoethyl)-8-(3-fluorophenyl)quinoline-5-carbonitrile), C(C)(C)N(C(C)C)CC (N,N-diisopropylethylamine). Solvent: C(C)O (ethanol). The product is FC=1C=C(C=CC1)C1=C(C=C(C=2C=CC=NC12)C#N)C(C)NC1=C2N=CNC2=NC=N1 (8-(3-Fluorophenyl)-7-[1-(9H-purin-6-ylamino)ethyl]quinoline-5-carbonitrile). Reaction SMILES: Br[C:2]1[N:10]=[CH:9][N:8]=[C:7]2[C:3]=1[N:4]=[CH:5][NH:6]2.[NH2:11][CH:12]([C:14]1[CH:15]=[C:16]([C:31]#[N:32])[C:17]2[CH:18]=[CH:19][CH:20]=[N:21][C:22]=2[C:23]=1[C:24]1[CH:29]=[CH:28][CH:27]=[C:26]([F:30])[CH:25]=1)[CH3:13].C(N(CC)C(C)C)(C)C>C(O)C>[F:30][C:26]1[CH:25]=[C:24]([C:23]2[C:22]3[N:21]=[CH:20][CH:19]=[CH:18][C:17]=3[C:16]([C:31]#[N:32])=[CH:15][C:14]=2[CH:12]([NH:11][C:2]2[N:10]=[CH:9][N:8]=[C:7]3[C:3]=2[N:4]=[CH:5][NH:6]3)[CH3:13])[CH:29]=[CH:28][CH:27]=1. Procedure: A mixture of 6-bromo-9H-purine (0.0246 g, 0.124 mmol), 7-(1-aminoethyl)-8-(3-fluorophenyl)quinoline-5-carbonitrile (0.018 g, 0.062 mmol), and N,N-diisopropylethylamine (0.0216 mL, 0.124 mmol) in ethanol (0.2 mL) was heated at reflux under nitrogen overnight. The mixture was evaporated and the resulting mixture was purified on a RP-HPLC (XBridge C18 column, eluting with a gradient of acetonitrile in water with 0.2% ammonium hydroxide, at a flow rate of 30 mL/min) to give the desired product. LCMS... The solvent is CC#N (MeCN), CC#N (MeCN). RXN SMILES: [N:1]12[CH2:8][CH2:7][CH:4]([CH2:5][CH2:6]1)[C@@H:3]([O:9][C:10]1[N:15]=[N:14][C:13]([C:16]3[CH:21]=[CH:20][C:19]([NH2:22])=[CH:18][CH:17]=3)=[CH:12][CH:11]=1)[CH2:2]2.CC(O)=O.[Br:27]N1C(=O)CCC1=O>CC#N>[N:1]12[CH2:8][CH2:7][CH:4]([CH2:5][CH2:6]1)[C@@H:3]([O:9][C:10]1[N:15]=[N:14][C:13]([C:16]3[CH:21]=[CH:20][C:19]([NH2:22])=[C:18]([Br:27])[CH:17]=3)=[CH:12][CH:11]=1)[CH2:2]2. Run at temperature 0 celsius, time 1 hour. Product: N12C[C@@H](C(CC1)CC2)OC2=CC=C(N=N2)C2=CC(=C(C=C2)N)Br (4-{6-[(3R)-1-Aza-bicyclo[2.2.2]oct-3-yloxy]-pyridazin-3-yl}-2-bromo-phenylamine). Reported procedure: The product of Example 29F (150 mg, 0.5 mmol) was treated with HOAc (36 μL, 36 mg, 0.6 mmol) in MeCN (5 mL) at ambient temperature for 5 min. N-bromosuccinimide (Aldrich, 100 mg, 0.55 mol) in MeCN (5 mL) was then added to the above solution at 0° C. and stirred at 0° C. for 1 h. It was then concentrated under reduced pressure. The title compound was purified by preparative HPLC (Xterra™, column, Xterra RP-18 5 μm, 30×100 mm. Eluting Solvent, MeCN/H2O (NH4HCO3, 0.1 M, pH=10) (v. 90/10 to 10/90 ov... Reactants: N12C[C@@H](C(CC1)CC2)OC2=CC=C(N=N2)C2=CC=C(C=C2)N (4-{6-[(3R)-1-Aza-bicyclo[2.2.2]oct-3-yloxy]-pyridazin-3-yl}-phenylamine), CC(=O)O (HOAc), BrN1C(CCC1=O)=O (N-bromosuccinimide). The reactants are FC1(OC2=C(O1)C=CC(=C2)N2/C(/SC(C2)=C)=N/C(OCC)=O)F (ethyl (2Z)-3-(2,2-difluoro-1,3-benzodioxol-5-yl)-5-methylene-1,3-thiazolidin-2-ylidenecarbamate), C[O-].[Na+] (sodium methoxide). Solvent: CO (methanol). Yields the product FC1(OC2=C(O1)C=CC(=C2)N2/C(/SC(=C2)C)=N/C(OCC)=O)F (ethyl (2Z)-3-(2,2-difluoro-1,3-benzodioxol-5-yl)-5-methyl-1,3-thiazol-2(3H)-ylidenecarbamate). As a reaction SMILES: [F:1][C:2]1([F:23])[O:6][C:5]2[CH:7]=[CH:8][C:9]([N:11]3[CH2:15][C:14](=[CH2:16])[S:13]/[C:12]/3=[N:17]\[C:18](=[O:22])[O:19][CH2:20][CH3:21])=[CH:10][C:4]=2[O:3]1.C[O-].[Na+]>CO>[F:23][C:2]1([F:1])[O:6][C:5]2[CH:7]=[CH:8][C:9]([N:11]3[CH:15]=[C:14]([CH3:16])[S:13]/[C:12]/3=[N:17]\[C:18](=[O:22])[O:19][CH2:20][CH3:21])=[CH:10][C:4]=2[O:3]1 |f:1.2|. Procedure details: A solution of Example 2 (0.35 g, 1.023 mmol) and sodium methoxide (25% wt/wt, 5.11 mmol) in methanol (10 mL) was heated to 50° C. for 2 hours. The mixture was concentrated to dryness under reduced pressure, taken up in DCM (100 mL), washed with water and brine. The organic phase was dried over sodium sulfate, filtered and concentrated to dryness under reduced pressure. The residue was purified by column chromatography using DCM as eluant to provide the titled compound. 1H NMR (CDCl3) δ ppm 1.31 ... Reactants: Clc1ccc(Br)cc1, O=Cc1ccccc1Cl, Cl, [Mg], O. Product: OC(c1ccc(Cl)cc1)c1ccccc1Cl. Reaction SMILES: [Br:2][c:3]1[cH:4][cH:5][c:6]([Cl:9])[cH:7][cH:8]1.[Cl:10][c:11]1[c:12]([CH:13]=[O:14])[cH:15][cH:16][cH:17][cH:18]1.[ClH:19].[Mg:1].[OH2:20]>>[c:3]1([CH:13]([c:12]2[c:11]([Cl:10])[cH:18][cH:17][cH:16][cH:15]2)[OH:14])[cH:4][cH:5][c:6]([Cl:9])[cH:7][cH:8]1. Starting materials: COC(=O)c1c(F)ccc(CBr)c1F, CCOC(C)=O, [K+], [K+], CC(C)(C)OC(=O)N1CCNCC1, O=C([O-])[O-], CN(C)C=O. The product is COC(=O)c1c(F)ccc(CN2CCN(C(=O)OC(C)(C)C)CC2)c1F. RXN SMILES: [Br:1][CH2:2][c:3]1[c:4]([F:14])[c:5]([C:6](=[O:7])[O:8][CH3:9])[c:10]([F:13])[cH:11][cH:12]1.[CH3:39][CH2:40][O:41][C:42]([CH3:43])=[O:44].[K+:28].[K+:29].[N:15]1([C:21](=[O:22])[O:23][C:24]([CH3:25])([CH3:26])[CH3:27])[CH2:16][CH2:17][NH:18][CH2:19][CH2:20]1.[O-:30][C:31]([O-:32])=[O:33].[O:34]=[CH:35][N:36]([CH3:37])[CH3:38]>>[CH2:2]([c:3]1[c:4]([F:14])[c:5]([C:6](=[O:7])[O:8][CH3:9])[c:10]([F:13])[cH:11][cH:12]1)[N:18]1[CH2:17][CH2:16][N:15]([C:21](=[O:22])[O:23][C:24]([CH3:25])([CH3:26])[CH3:27])[CH2:20][CH2:19]1.